describe an organic reaction: reactants, conditions, products, and yield From a dataset of the Open Reaction Database (ORD), a public repository of structured organic reaction records. Reactants: ClCCCCOC=1C=C2C=CC(NC2=CC1)=O (6-(4-chlorobutoxy)carbostyril), S(=O)([O-])[O-].[Na+].[Na+] (sodium sulfite), C(C)O (ethanol). Solvent: O (water). Run at time 3 day. Yields the product OS(=O)(=O)CCCCOC=1C=C2C=CC(NC2=CC1)=O (6-(4-hydroxysulfonylbutoxy)carbostyril). Yield: 75.4%. Reaction SMILES: Cl[CH2:2][CH2:3][CH2:4][CH2:5][O:6][C:7]1[CH:8]=[C:9]2[C:14](=[CH:15][CH:16]=1)[NH:13][C:12](=[O:17])[CH:11]=[CH:10]2.[S:18]([O-:21])([O-:20])=[O:19].[Na+].[Na+].C(O)C>O>[OH:21][S:18]([CH2:2][CH2:3][CH2:4][CH2:5][O:6][C:7]1[CH:8]=[C:9]2[C:14](=[CH:15][CH:16]=1)[NH:13][C:12](=[O:17])[CH:11]=[CH:10]2)(=[O:20])=[O:19] |f:1.2.3|. Procedure details: A solution of 53.3 g of 6-(4-chlorobutoxy)carbostyril and 32 g of sodium sulfite dissolved in 500 ml of water and 200 ml of ethanol was refluxed for 1 day. The solution was allowed to cool and stand for 3 days and then filtered. The filtrate was made acidic with diluted hydrochloric acid. The solvent was removed by distillation. To the resulting residue was-added water, and the precipitate was collected by filtration to obtain 47.5 g of 6-(4-hydroxysulfonylbutoxy)carbostyril as a white powder.